The task is: describe an organic reaction: reactants, conditions, products, and yield. This data is from the Open Reaction Database (ORD), a public repository of structured organic reaction records. The reactants are [H-].[Na+] (NaH), C(C(=O)OCC)(=O)OCC (diethyl oxalate), C(C1=CC=CC=C1)OC1=C(C=CC=C1)C(C)=O (1-(2-benzyloxy-phenyl)-ethanone). Solvent: C1CCOC1 (THF). Reaction conditions: temperature 0 celsius. Product: C(C)OC(C(CC(=O)C1=C(C=CC=C1)OCC1=CC=CC=C1)=O)=O (4-(2-benzyloxy-phenyl)-2,4-dioxo-butyric acid ethyl ester). Isolated yield 70.9%. RXN SMILES: [H-].[Na+].[C:3]([O:10][CH2:11][CH3:12])(=[O:9])[C:4]([O:6]CC)=O.[CH2:13]([O:20][C:21]1[CH:26]=[CH:25][CH:24]=[CH:23][C:22]=1[C:27](=[O:29])[CH3:28])[C:14]1[CH:19]=[CH:18][CH:17]=[CH:16][CH:15]=1>C1COCC1>[CH2:11]([O:10][C:3](=[O:9])[C:4](=[O:6])[CH2:28][C:27]([C:22]1[CH:23]=[CH:24][CH:25]=[CH:26][C:21]=1[O:20][CH2:13][C:14]1[CH:19]=[CH:18][CH:17]=[CH:16][CH:15]=1)=[O:29])[CH3:12] |f:0.1|. Procedure: To a solution of 1-(2-hydroxy-phenyl)-ethanone (5 g, 0.03672 mole) in DMF (75 mL) was added NaH (60% w/w dispersion in oil) (1.66 g, 0.0416 mole) and the resulting mixture was stirred at ambient temperature for 15 minutes. Benzyl bromide (7.23 g, 0.0422 mole) was then added and the mixture as stirred for an additional 4 hours. The reaction mixture was then quenched with cold aqueous NH4Cl solution and the product was extracted with ethyl acetate. The ethyl acetate layer was washed with water, br... Reactants: BrC1=CC(=C(C(=C1)Cl)C(=O)C1=CNC2=CN=CC=C21)Cl ((4-bromo-2,6-dichlorophenyl)(1H-pyrrolo[2,3-c]pyridin-3-yl)methanone), C(C)(C)(C)OC(=O)N1N=C(C(=C1C)B(O)O)C ([1-(tert-butoxycarbonyl)-3,5-dimethyl-1H-pyrazol-4-yl]boronic acid), C([O-])([O-])=O.[K+].[K+] (potassium carbonate). Reagents/catalysts: C1(=CC=CC=C1)P([C-]1C=CC=C1)C1=CC=CC=C1.[C-]1(C=CC=C1)P(C1=CC=CC=C1)C1=CC=CC=C1.[Fe+2] (1,1′bis(diphenylphosphino)ferrocene), Cl[Pd]Cl (dichloropalladium (II)). Run in O (water), O1CCOCC1 (1,4 dioxane), O (water). Reaction conditions: temperature 100 celsius. The product is ClC1=C(C(=CC(=C1)C=1C(=NNC1C)C)Cl)C(=O)C1=CNC2=CN=CC=C21 ([2,6-dichloro-4-(3,5-dimethyl-1H-pyrazol-4-yl)phenyl](1H-pyrrolo[2,3-c]pyridin-3-yl)methanone). Isolated yield 23.1%. As a reaction SMILES: Br[C:2]1[CH:7]=[C:6]([Cl:8])[C:5]([C:9]([C:11]2[C:19]3[C:14](=[CH:15][N:16]=[CH:17][CH:18]=3)[NH:13][CH:12]=2)=[O:10])=[C:4]([Cl:20])[CH:3]=1.C(OC([N:28]1[C:32]([CH3:33])=[C:31](B(O)O)[C:30]([CH3:37])=[N:29]1)=O)(C)(C)C.C(=O)([O-])[O-].[K+].[K+]>O1CCOCC1.O.C1(P(C2C=CC=CC=2)[C-]2C=CC=C2)C=CC=CC=1.[C-]1(P(C2C=CC=CC=2)C2C=CC=CC=2)C=CC=C1.[Fe+2].Cl[Pd]Cl>[Cl:8][C:6]1[CH:7]=[C:2]([C:31]2[C:32]([CH3:33])=[N:28][NH:29][C:30]=2[CH3:37])[CH:3]=[C:4]([Cl:20])[C:5]=1[C:9]([C:11]1[C:19]2[C:14](=[CH:15][N:16]=[CH:17][CH:18]=2)[NH:13][CH:12]=1)=[O:10] |f:2.3.4,7.8.9|. Procedure: A mixture of (4-bromo-2,6-dichlorophenyl)(1H-pyrrolo[2,3-c]pyridin-3-yl)methanone (50 mg, 0.135 mmol), [1-(tert-butoxycarbonyl)-3,5-dimethyl-1H-pyrazol-4-yl]boronic acid (52 mg, 0.162 mmol), potassium carbonate (55 mg, 0.4 mmol), water (0.5 mL) and 1,1′bis(diphenylphosphino)ferrocene]dichloropalladium (II) (11 mg, 0.0135 mmol) in 1,4 dioxane (2 mL) was heated at 100° C. for 2 hours in a sealed vial. The reaction mixture was cooled to room temperature, diluted with water (10 mL) and extracted wit...